From a dataset of the Open Reaction Database (ORD), a public repository of structured organic reaction records. describe an organic reaction: reactants, conditions, products, and yield Yields the product Cc1cc(C(=O)O)ccc1SC(C)C. The reactants are Cc1cc(C(=O)O)ccc1Br, C1CCOC1, CCCSSC(C)C, Cl, [Li]CCCC, [Na+], [OH-]. As a reaction SMILES: [Br:6][c:7]1[c:8]([CH3:16])[cH:9][c:10]([C:11](=[O:12])[OH:13])[cH:14][cH:15]1.[CH2:26]1[O:27][CH2:28][CH2:29][CH2:30]1.[CH:17]([CH3:18])([CH3:19])[S:20][S:21][CH2:22][CH2:23][CH3:24].[ClH:25].[Li:1][CH2:2][CH2:3][CH2:4][CH3:5].[Na+:32].[OH-:31]>>[c:7]1([S:20][CH:17]([CH3:18])[CH3:19])[c:8]([CH3:16])[cH:9][c:10]([C:11](=[O:12])[OH:13])[cH:14][cH:15]1.